describe an organic reaction: reactants, conditions, products, and yield From a dataset of the Open Reaction Database (ORD), a public repository of structured organic reaction records. Reaction SMILES: C[O:2][C:3](=O)[C:4]1[C:5](=[CH:10][C:11]([NH:21][C:22]2[CH:27]=[CH:26][CH:25]=[CH:24][CH:23]=2)=[C:12]([NH:14][C:15]2[CH:20]=[CH:19][CH:18]=[CH:17][CH:16]=2)[CH:13]=1)[C:6](OC)=[O:7].[NH3:29]>C(O)CO>[NH:14]([C:12]1[CH:13]=[C:4]2[C:3](=[O:2])[NH:29][C:6](=[O:7])[C:5]2=[CH:10][C:11]=1[NH:21][C:22]1[CH:27]=[CH:26][CH:25]=[CH:24][CH:23]=1)[C:15]1[CH:16]=[CH:17][CH:18]=[CH:19][CH:20]=1. Reaction conditions: time 24 hour. The solvent is C(CO)O (ethylene glycol). Procedure: A suspension of 230 mg (0.7 mmol) of 4,5-bis(anilino)phthalic acid dimethyl ester in 23 ml of ethylene glycol is heated at 120°; ammonia gas is passed through the suspension, with stirring, for 24 hours. The reaction mixture is cooled and extracted with ethyl acetate. The ethyl acetate phases are washed in succession three times with water and once with saturated sodium chloride solution, dried with sodium sulfate and concentrated by evaporation. The evaporation residue is chromatographed on sil... Product: N(C1=CC=CC=C1)C=1C=C2C(C(=O)NC2=O)=CC1NC1=CC=CC=C1 (4,5-Bis(anilino)phthalimide). The reactants are COC(C=1C(C(=O)OC)=CC(=C(C1)NC1=CC=CC=C1)NC1=CC=CC=C1)=O (4,5-bis(anilino)phthalic acid dimethyl ester), N (ammonia). Starting materials: FC(CCl)F (2,2-difluoro-1-chloroethane), C(C1=CC=CC=C1)N (benzylamine). Solvent: O (water). The product is C(C1=CC=CC=C1)NCC(F)F (N-benzyl-2,2-difluoroethanamine). Yield: 48.4%. RXN SMILES: [F:1][CH:2]([F:5])[CH2:3]Cl.[CH2:6]([NH2:13])[C:7]1[CH:12]=[CH:11][CH:10]=[CH:9][CH:8]=1>O>[CH2:6]([NH:13][CH2:3][CH:2]([F:5])[F:1])[C:7]1[CH:12]=[CH:11][CH:10]=[CH:9][CH:8]=1. Procedure: An amount of 1152 g (11.1 mol) of 2,2-difluoro-1-chloroethane and 403 g of benzylamine (3.695 mol) are heated in an autoclave at an internal temperature of 120° C. for 16 hours. Subsequently, 700 g of water are added and the aqueous phase is separated. The aqueous phase comprises benzylamine hydrochloride, which is converted back into free benzylamine by addition of sodium hydroxide solution. The organic phase is first distilled at standard pressure, the unreacted 2,2-difluoro-1-chloroethane bei...